From a dataset of the Open Reaction Database (ORD), a public repository of structured organic reaction records. describe an organic reaction: reactants, conditions, products, and yield Reaction SMILES: [C:22].[CH3:19][CH2:20][OH:21].[N+:1]([O-:2])(=[O:3])[c:4]1[c:5]2[cH:6][cH:7][cH:8][c:9]([C:14](=[O:15])[O:16][CH2:17][CH3:18])[c:10]2[cH:11][cH:12][cH:13]1.[Pd:23]>>[NH2:1][c:4]1[c:5]2[cH:6][cH:7][cH:8][c:9]([C:14](=[O:15])[O:16][CH2:17][CH3:18])[c:10]2[cH:11][cH:12][cH:13]1. Reactants: C, CCO, CCOC(=O)c1cccc2c([N+](=O)[O-])cccc12, [Pd]. Product: CCOC(=O)c1cccc2c(N)cccc12. Reactants: FC1=CC=C(C(=O)C=2OC3=C(C2)C=C(C=C3)C=O)C=C1 (2-(4-fluorobenzoyl)-1-benzofuran-5-carbaldehyde), C([O-])(O)=O.[Na+] (sodium bicarbonate), C(CO)O (ethylene glycol), [C@]12(C(=O)CC(CC1)C2(C)C)CS(=O)(=O)O ((1S)-(+)-10-camphorsulfonic acid). The solvent is C1(=CC=CC=C1)C (toluene). Yields the product O1C(OCC1)C=1C=CC2=C(C=C(O2)C(=O)C2=CC=C(C=C2)F)C1 ((5-[1,3]-dioxolan-2-yl-benzofuran-2-yl)-(4-fluoro-phenyl)-methanone). Yield: 64.9%. Reaction SMILES: [F:1][C:2]1[CH:20]=[CH:19][C:5]([C:6]([C:8]2[O:9][C:10]3[CH:16]=[CH:15][C:14]([CH:17]=[O:18])=[CH:13][C:11]=3[CH:12]=2)=[O:7])=[CH:4][CH:3]=1.[CH2:21](O)[CH2:22][OH:23].[C@]12(CS(O)(=O)=O)C(C)(C)C(CC1)CC2=O.C(=O)(O)[O-].[Na+]>C1(C)C=CC=CC=1>[O:18]1[CH2:21][CH2:22][O:23][CH:17]1[C:14]1[CH:15]=[CH:16][C:10]2[O:9][C:8]([C:6]([C:5]3[CH:19]=[CH:20][C:2]([F:1])=[CH:3][CH:4]=3)=[O:7])=[CH:12][C:11]=2[CH:13]=1 |f:3.4|. Procedure details: 2-(4-fluorobenzoyl)-1-benzofuran-5-carbaldehyde (500 mg, 1.86 mmol) and ethylene glycol (2.31 g, 37.2 mmol) were suspended in toluene (20 mL) followed by the addition of (1S)-(+)-10-camphorsulfonic acid (30 mg). This suspension was heated under reflux for 2 hours. After allowing the reaction mixture to cool on standing, saturated aqueous sodium bicarbonate solution was poured thereinto followed by extraction with ethyl acetate. The organic layer was separated followed by washing with sat. NaCl a... Reactants: N1(C=NC=C1)C=1C=C2CCNC2=CC1 (5-(1H-Imidazol-1-yl)indoline), [H-].[Na+] (sodium hydride). Run in CN(C)C=O (DMF). Run at time 24 hour. Yields the product N1(C=NC=C1)C=1C=C2C=CNC2=CC1 (5-(1H-imidazol-1-yl )-1H-indole). Yield: 53.9%. RXN SMILES: [N:1]1([C:6]2[CH:7]=[C:8]3[C:12](=[CH:13][CH:14]=2)[NH:11][CH2:10][CH2:9]3)[CH:5]=[CH:4][N:3]=[CH:2]1.[H-].[Na+]>CN(C=O)C>[N:1]1([C:6]2[CH:7]=[C:8]3[C:12](=[CH:13][CH:14]=2)[NH:11][CH:10]=[CH:9]3)[CH:5]=[CH:4][N:3]=[CH:2]1 |f:1.2|. Procedure: 5-(1H-Imidazol-1-yl)indoline (3.0 g) was dissolved in DMF (30 ml), and sodium hydride (1.3 g) was added thereto. The mixture was stirred at room temperature for 24 hours. After extraction with ethyl acetate, the extract was washed with water and dried over anhydrous sodium sulfate. The solvent was distilled away, and the residue was purified by silica gel column chromatography (ethyl acetate) to give 1.6 g of the title compound 5-(1H-imidazol-1-yl)-1H-indole. Starting materials: ClC1=NC(=NC(=C1)C)OC (4-chloro-2-methoxy-6-methylpyrimidine), N1N=CN=C1 (1,2,4-triazole). Solvent: O1CCCC1 (tetrahydrofuran). Yields the product COC1=NC(=CC(=N1)N1N=CN=C1)C (2-methoxy-6-methyl-4-(1,2,4-triazol-1-yl)pyrimidine). The yield is 22.5%. As a reaction SMILES: Cl[C:2]1[CH:7]=[C:6]([CH3:8])[N:5]=[C:4]([O:9][CH3:10])[N:3]=1.[NH:11]1[CH:15]=[N:14][CH:13]=[N:12]1>O1CCCC1>[CH3:10][O:9][C:4]1[N:3]=[C:2]([N:11]2[CH:15]=[N:14][CH:13]=[N:12]2)[CH:7]=[C:6]([CH3:8])[N:5]=1. Reported procedure: In anhydrous tetrahydrofuran, 159 mg of 4-chloro-2-methoxy-6-methylpyrimidine was substituted with 69 mg of 1,2,4-triazole. The reaction mixture was treated according to the procedure of Example 5 to yield 43 mg of 2-methoxy-6-methyl-4-(1,2,4-triazol-1-yl)pyrimidine, recrystallized from n-hexane, having a melting point of 98°-98.5° C. Reported procedure: tert-Butoxybis(dimethylamino)methane (0.75 mL, 3.60 mmol) was added to a solution of 3-(4-sec-butylphenyl)-2-(4-methyl-3-nitrophenyl)quinazolin-4(3H)-one (0.500 g, 1.20 mmol) in DMF (30 mL). Stirring at 40° C. for 3 hours and concentrating in vacuo afforded (E)-3-(4-sec-butylphenyl)-2-(4-(2-(dimethylamino)vinyl)-3-nitrophenyl)quinazolin-4(3H)-one (0.565 g, quantitative). RXN SMILES: C(O[CH:6](N(C)C)[N:7]([CH3:9])[CH3:8])(C)(C)C.[CH:13]([C:17]1[CH:22]=[CH:21][C:20]([N:23]2[C:32](=[O:33])[C:31]3[C:26](=[CH:27][CH:28]=[CH:29][CH:30]=3)[N:25]=[C:24]2[C:34]2[CH:39]=[CH:38][C:37]([CH3:40])=[C:36]([N+:41]([O-:43])=[O:42])[CH:35]=2)=[CH:19][CH:18]=1)([CH2:15][CH3:16])[CH3:14]>CN(C=O)C>[CH:13]([C:17]1[CH:18]=[CH:19][C:20]([N:23]2[C:32](=[O:33])[C:31]3[C:26](=[CH:27][CH:28]=[CH:29][CH:30]=3)[N:25]=[C:24]2[C:34]2[CH:39]=[CH:38][C:37](/[CH:40]=[CH:6]/[N:7]([CH3:9])[CH3:8])=[C:36]([N+:41]([O-:43])=[O:42])[CH:35]=2)=[CH:21][CH:22]=1)([CH2:15][CH3:16])[CH3:14]. The yield is 100.5%. Starting materials: C(C)(C)(C)OC(N(C)C)N(C)C (tert-Butoxybis(dimethylamino)methane), C(C)(CC)C1=CC=C(C=C1)N1C(=NC2=CC=CC=C2C1=O)C1=CC(=C(C=C1)C)[N+](=O)[O-] (3-(4-sec-butylphenyl)-2-(4-methyl-3-nitrophenyl)quinazolin-4(3H)-one). The product is C(C)(CC)C1=CC=C(C=C1)N1C(=NC2=CC=CC=C2C1=O)C1=CC(=C(C=C1)\C=C\N(C)C)[N+](=O)[O-] ((E)-3-(4-sec-butylphenyl)-2-(4-(2-(dimethylamino)vinyl)-3-nitrophenyl)quinazolin-4(3H)-one). Run at temperature 40 celsius, time 3 hour. Solvent: CN(C)C=O (DMF). Reactants: FC1=C(C=CC(=C1)C)NC1=C(N=NC2=CC(=C(C=C12)N1CCN(CC1)C)OC)C#N (4-(2-fluoro-4-methylphenylamino)-7-methoxy-6-(4-methylpiperazin-1-yl)cinnoline-3-carbonitrile), [OH-].[K+] (potassium hydroxide), C(C)(C)(C)O (tert-butyl alcohol). Solvent: O (water). Yields the product FC1=C(C=CC(=C1)C)NC1=C(N=NC2=CC(=C(C=C12)N1CCN(CC1)C)OC)C(=O)N (4-(2-Fluoro-4-methylphenylamino)-7-methoxy-6-(4-methylpiperazin-1-yl)cinnoline-3-carboxamide). Reaction SMILES: [F:1][C:2]1[CH:7]=[C:6]([CH3:8])[CH:5]=[CH:4][C:3]=1[NH:9][C:10]1[C:19]2[C:14](=[CH:15][C:16]([O:27][CH3:28])=[C:17]([N:20]3[CH2:25][CH2:24][N:23]([CH3:26])[CH2:22][CH2:21]3)[CH:18]=2)[N:13]=[N:12][C:11]=1[C:29]#[N:30].[OH-].[K+].C([OH:37])(C)(C)C>O>[F:1][C:2]1[CH:7]=[C:6]([CH3:8])[CH:5]=[CH:4][C:3]=1[NH:9][C:10]1[C:19]2[C:14](=[CH:15][C:16]([O:27][CH3:28])=[C:17]([N:20]3[CH2:25][CH2:24][N:23]([CH3:26])[CH2:22][CH2:21]3)[CH:18]=2)[N:13]=[N:12][C:11]=1[C:29]([NH2:30])=[O:37] |f:1.2|. Reported procedure: A 100 mL round bottom flask was charged with 4-(2-fluoro-4-methylphenylamino)-7-methoxy-6-(4-methylpiperazin-1-yl)cinnoline-3-carbonitrile (Method 60) (360 mg, 0.89 mmol) and potassium hydroxide (4.9 g, 88.6 mmol). Anhydrous tert-butyl alcohol (30 ml) was added and the reaction was heated at vigorous reflux 1 h before being allowed to cool to rt. The reaction mixture was then poured into a separatory funnel containing water (˜100 mL) and extracted with EtOAc (2×200 mL). The combined organic laye... Starting materials: Cc1cnc(CSc2cc3ccccc3[nH]2)cc1N1CCCCC1, CI, CS(C)=O, [K+], [OH-], O. The product is Cc1cnc(CSc2cc3ccccc3n2C)cc1N1CCCCC1. As a reaction SMILES: [CH3:1][c:2]1[c:3]([N:19]2[CH2:20][CH2:21][CH2:22][CH2:23][CH2:24]2)[cH:4][c:5]([CH2:8][S:9][c:10]2[nH:11][c:12]3[cH:13][cH:14][cH:15][cH:16][c:17]3[cH:18]2)[n:6][cH:7]1.[CH3:27][I:28].[CH3:30][S:31]([CH3:32])=[O:33].[K+:26].[OH-:25].[OH2:29]>>[CH3:1][c:2]1[c:3]([N:19]2[CH2:20][CH2:21][CH2:22][CH2:23][CH2:24]2)[cH:4][c:5]([CH2:8][S:9][c:10]2[n:11]([CH3:27])[c:12]3[cH:13][cH:14][cH:15][cH:16][c:17]3[cH:18]2)[n:6][cH:7]1. Starting materials: CO (Methanol), C[Al](C)C (Trimethylaluminum), O1C(=CC=C1)CSCCC(=O)OC (methyl 3-[(2-furanylmethyl)thio]propanoate), NCC(=O)N1C2=C(OC3=C(C1)C=CC=C3)C=CC(=C2)Cl (10-(aminoacetyl)-8-chloro-10,11-dihydrodibenz[b,f][1,4]oxazepine). Solvent: C1(=CC=CC=C1)C (toluene). Run at time 5 hour. Product: ClC1=CC2=C(OC3=C(CN2C(CNC(CCSCC=2OC=CC2)=O)=O)C=CC=C3)C=C1 (N-[2-(8-chloro-10,11-dihydrodibenz[b,f][1,4]oxazepin-10-yl)-2-oxoethyl]-3-[(2-furanylmethyl)thio]propanamide). As a reaction SMILES: C[Al](C)C.[O:5]1[CH:9]=[CH:8][CH:7]=[C:6]1[CH2:10][S:11][CH2:12][CH2:13][C:14]([O:16]C)=O.[NH2:18][CH2:19][C:20]([N:22]1[CH2:28][C:27]2[CH:29]=[CH:30][CH:31]=[CH:32][C:26]=2[O:25][C:24]2[CH:33]=[CH:34][C:35]([Cl:37])=[CH:36][C:23]1=2)=[O:21].CO>C1(C)C=CC=CC=1>[Cl:37][C:35]1[CH:34]=[CH:33][C:24]2[O:25][C:26]3[CH:32]=[CH:31][CH:30]=[CH:29][C:27]=3[CH2:28][N:22]([C:20](=[O:21])[CH2:19][NH:18][C:14](=[O:16])[CH2:13][CH2:12][S:11][CH2:10][C:6]3[O:5][CH:9]=[CH:8][CH:7]=3)[C:23]=2[CH:36]=1. Procedure details: Trimethylaluminum (2.0M in toluene; 4.6 mL) was added dropwise via syringe to a stirred solution of methyl 3-[(2-furanylmethyl)thio]propanoate (0.75 gram) and 10-(aminoacetyl)-8-chloro-10,11-dihydrodibenz[b,f][1,4]oxazepine (1.00 gram) in toluene (30 mL) at room temperature under nitrogen, and the reaction was stirred for 5 hours. Methanol (14 mL) was then added, and the reaction was stirred at room temperature overnight. The reaction was evaporated in vacuo, and the resulting orange residue was... RXN SMILES: [BH4-:51].[CH3:1][c:2]1[s:3][cH:4][c:5](-[c:7]2[cH:8][c:9](=[O:19])[o:10][c:11]3[cH:12][c:13]([CH:17]=[O:18])[cH:14][cH:15][c:16]23)[n:6]1.[CH3:53][c:54]1[cH:55][cH:56][cH:57][cH:58][cH:59]1.[NH2:20][c:21]1[n:22][n:23][c:24]([C:26]([C:27]([F:28])([F:29])[F:30])([CH2:31][CH3:32])[OH:33])[o:25]1.[Na+:52].[c:34]1([CH3:35])[cH:36][cH:37][c:38]([S:39]([O-:40])(=[O:41])=[O:42])[cH:43][cH:44]1.[nH+:45]1[cH:46][cH:47][cH:48][cH:49][cH:50]1>>[CH3:1][c:2]1[s:3][cH:4][c:5](-[c:7]2[cH:8][c:9](=[O:19])[o:10][c:11]3[cH:12][c:13]([CH2:17][NH:20][c:21]4[n:22][n:23][c:24]([C:26]([C:27]([F:28])([F:29])[F:30])([CH2:31][CH3:32])[OH:33])[o:25]4)[cH:14][cH:15][c:16]23)[n:6]1. The product is CCC(O)(c1nnc(NCc2ccc3c(-c4csc(C)n4)cc(=O)oc3c2)o1)C(F)(F)F. Starting materials: [BH4-], Cc1nc(-c2cc(=O)oc3cc(C=O)ccc23)cs1, Cc1ccccc1, CCC(O)(c1nnc(N)o1)C(F)(F)F, [Na+], Cc1ccc(S(=O)(=O)[O-])cc1, c1cc[nH+]cc1. Reactants: CC(C(=O)O)(COC1=CC=C(C=C1)C1=NC=C(C=C1)C=1NC(=CN1)C(F)(F)F)C (2,2-dimethyl-3-(4-{5-[5-(trifluoromethyl)-1H-imidazol-2-yl]pyridin-2-yl}phenoxy)propanoic acid), [OH-].[Na+] (sodium hydroxide). The solvent is O1CCCC1 (tetrahydrofuran). Run at time 8 hour. The product is CC(C(=O)[O-])(COC1=CC=C(C=C1)C1=NC=C(C=C1)C=1NC(=CN1)C(F)(F)F)C.[Na+] (sodium 2,2-dimethyl-3-(4-{5-[5-(trifluoromethyl)-1H-imidazol-2-yl]pyridin-2-yl}phenoxy)propanoate). Reaction SMILES: [CH3:1][C:2]([CH3:29])([CH2:6][O:7][C:8]1[CH:13]=[CH:12][C:11]([C:14]2[CH:19]=[CH:18][C:17]([C:20]3[NH:21][C:22]([C:25]([F:28])([F:27])[F:26])=[CH:23][N:24]=3)=[CH:16][N:15]=2)=[CH:10][CH:9]=1)[C:3]([OH:5])=[O:4].[OH-].[Na+:31]>O1CCCC1>[CH3:1][C:2]([CH3:29])([CH2:6][O:7][C:8]1[CH:13]=[CH:12][C:11]([C:14]2[CH:19]=[CH:18][C:17]([C:20]3[NH:21][C:22]([C:25]([F:28])([F:26])[F:27])=[CH:23][N:24]=3)=[CH:16][N:15]=2)=[CH:10][CH:9]=1)[C:3]([O-:5])=[O:4].[Na+:31] |f:1.2,4.5|. Reported procedure: In tetrahydrofuran (2.5 mL) was dissolved 2,2-dimethyl-3-(4-{5-[5-(trifluoromethyl)-1H-imidazol-2-yl]pyridin-2-yl}phenoxy)propanoic acid (250 mg), 10M aqueous sodium hydroxide solution (65 μL) was added to the solution dividing into several times, and the mixture was stirred at room temperature overnight. The precipitate was collected by filtration, washed with tetrahydrofuran (1 mL), and dried at 40° C. under reduced pressure to obtain sodium 2,2-dimethyl-3-(4-{5-[5-(trifluoromethyl)-1H-imidazo...